From a dataset of the Open Reaction Database (ORD), a public repository of structured organic reaction records. describe an organic reaction: reactants, conditions, products, and yield Starting materials: O=C(Cl)CBr, CC1(C)CCCNC1, ClCCl, [Na+], [OH-]. Yields the product CC1(C)CCCN(C(=O)CBr)C1. RXN SMILES: [Br:11][CH2:12][C:13](=[O:14])[Cl:15].[CH3:1][C:2]1([CH3:8])[CH2:3][NH:4][CH2:5][CH2:6][CH2:7]1.[Cl:16][CH2:17][Cl:18].[Na+:10].[OH-:9]>>[CH3:1][C:2]1([CH3:8])[CH2:3][N:4]([C:13]([CH2:12][Br:11])=[O:14])[CH2:5][CH2:6][CH2:7]1. The reactants are ClC=1C=C(C=CC1)C1=NN(C(N1C1CC1)=O)CC(=O)O ([3-(3-chlorophenyl)-4-cyclopropyl-5-oxo-4,5-dihydro-1H-1,2,4-triazol-1-yl]-acetic acid), CCN=C=NCCCN(C)C.Cl (EDC hydrochloride), FC(C=1C=C(CN)C=CC1)(F)F (3-trifluoromethylbenzylamine), C=1C=CC2=C(C1)N=NN2O (HOBt). Run in CN(C=O)C (dimethylformamide). Conditions: time 8 hour. Yields the product ClC=1C=C(C=CC1)C1=NN(C(N1C1CC1)=O)CC(=O)NCC1=CC(=CC=C1)C(F)(F)F (2-[3-(3-chlorophenyl)-4-cyclopropyl-5-oxo-4,5-dihydro-1H-1,2,4-triazol-1-yl]-N-[3-(trifluoromethyl)phenylmethyl]acetamide). RXN SMILES: [Cl:1][C:2]1[CH:3]=[C:4]([C:8]2[N:12]([CH:13]3[CH2:15][CH2:14]3)[C:11](=[O:16])[N:10]([CH2:17][C:18]([OH:20])=O)[N:9]=2)[CH:5]=[CH:6][CH:7]=1.[F:21][C:22]([F:32])([F:31])[C:23]1[CH:24]=[C:25]([CH:28]=[CH:29][CH:30]=1)[CH2:26][NH2:27].C1C=CC2N(O)N=NC=2C=1.CCN=C=NCCCN(C)C.Cl>CN(C)C=O>[Cl:1][C:2]1[CH:3]=[C:4]([C:8]2[N:12]([CH:13]3[CH2:14][CH2:15]3)[C:11](=[O:16])[N:10]([CH2:17][C:18]([NH:27][CH2:26][C:25]3[CH:28]=[CH:29][CH:30]=[C:23]([C:22]([F:21])([F:31])[F:32])[CH:24]=3)=[O:20])[N:9]=2)[CH:5]=[CH:6][CH:7]=1 |f:3.4|. Procedure details: 30.0 mg (0.102 mmol) of [3-(3-chlorophenyl)-4-cyclopropyl-5-oxo-4,5-dihydro-1H-1,2,4-triazol-1-yl]-acetic acid from Example 104A, 19.7 mg (0.112 mmol) of 3-trifluoromethylbenzylamine and 16.6 mg (0.123 mmol) of HOBt are placed in 0.75 ml of dimethylformamide and treated with 25.5 mg (0.133 mmol) of EDC hydrochloride. This is stirred overnight at room temperature and the reaction solution is purified directly by preparative HPLC [Method 9]. 20 mg (43% of theory) of the target compound are thus ob... Starting materials: C1(CCCC1)C1(C(C2=C(C(=C(C=C2C1)O)Cl)Cl)=O)C (2-cyclopentyl-2-methyl-5-hydroxy-6,7-dichloro-1-indanone), [OH-].[Na+] (sodium hydroxide), C(Cl)(Cl)Cl (Chloroform). Yields the product CC(C(=O)O)(C)OC=1C=C2CC(C(C2=C(C1Cl)Cl)=O)(C)C1CCCC1 (α,α-dimethyl-(1-oxo-2-cyclopentyl-2-methyl-6,7-dichloro-5-indanyloxy)acetic acid). Reaction SMILES: [CH:1]1([C:6]2([CH3:19])[CH2:14][C:13]3[C:8](=[C:9]([Cl:17])[C:10]([Cl:16])=[C:11]([OH:15])[CH:12]=3)[C:7]2=[O:18])[CH2:5][CH2:4][CH2:3][CH2:2]1.[OH-:20].[Na+].C(Cl)(Cl)Cl>CC(C)=O>[CH3:1][C:6]([O:15][C:11]1[CH:12]=[C:13]2[C:8](=[C:9]([Cl:17])[C:10]=1[Cl:16])[C:7](=[O:18])[C:6]([CH:1]1[CH2:2][CH2:3][CH2:4][CH2:5]1)([CH3:19])[CH2:14]2)([CH3:14])[C:7]([OH:18])=[O:20] |f:1.2|. Procedure details: To a refluxing solution of 2-cyclopentyl-2-methyl-5-hydroxy-6,7-dichloro-1-indanone (15.5 g., 0.05 mole) in acetone (500 ml.) in an inert atmosphere is added solid sodium hydroxide (12.6 g., 0.25 mole). Chloroform (7.6 g., 0.69 mole) in acetone (50 ml.) is added dropwise during a ten-minute period. The reaction mixture is refluxed for five hours, then evaporated to dryness at reduced pressure. The residue is dissolved in water, filtered and acidified with hydrochloric acid affording α,α-dimethyl... Solvent: CC(=O)C (acetone), CC(=O)C (acetone). Reactants: COc1ccc(C(=O)N2c3ccccc3C(O)CC2C)cc1OC, CCOC(=O)CCCCOc1ccc2c(c1)CCCN2. Product: CCOC(=O)CCCCOc1ccc2c(c1)CCCN2C1CC(C)N(C(=O)c2ccc(OC)c(OC)c2)c2ccccc21. Reaction SMILES: [CH3:1][O:2][c:3]1[cH:4][c:5]([C:6](=[O:7])[N:8]2[CH:9]([CH3:19])[CH2:10][CH:11]([OH:18])[c:12]3[cH:13][cH:14][cH:15][cH:16][c:17]32)[cH:20][cH:21][c:22]1[O:23][CH3:24].[NH:25]1[CH2:26][CH2:27][CH2:28][c:29]2[cH:30][c:31]([O:35][CH2:36][CH2:37][CH2:38][CH2:39][C:40](=[O:41])[O:42][CH2:43][CH3:44])[cH:32][cH:33][c:34]21>>[CH3:1][O:2][c:3]1[cH:4][c:5]([C:6](=[O:7])[N:8]2[CH:9]([CH3:19])[CH2:10][CH:11]([N:25]3[CH2:26][CH2:27][CH2:28][c:29]4[cH:30][c:31]([O:35][CH2:36][CH2:37][CH2:38][CH2:39][C:40](=[O:41])[O:42][CH2:43][CH3:44])[cH:32][cH:33][c:34]43)[c:12]3[cH:13][cH:14][cH:15][cH:16][c:17]32)[cH:20][cH:21][c:22]1[O:23][CH3:24].